This data is from the Open Reaction Database (ORD), a public repository of structured organic reaction records. The task is: describe an organic reaction: reactants, conditions, products, and yield The reactants are NC1=C(C=CC=C1C)SCCCC(=O)OCC (Ethyl 4-(2-Amino-3-methylphenylthio)butyrate), C(C)(C)SCCCCCCCCCC(=O)NC1=C(C=CC=C1)SCCCC(=O)OCC (Ethyl 4-(2-(10-(Isopropylthio)decanoylamino)phenylthio)butyrate), C(CCCCCCCCCCC(=O)[O-])(=O)OC (Dodecanedioic acid, mono methyl ester), diester. Product: C(=O)(O)CCCCCCCCCCC(=O)NC1=C(C=CC=C1)SCCCC(=O)O (4-(2-(11-Carboxyundecanoylamino)phenylthio)butyric acid). As a reaction SMILES: [NH2:1][C:2]1[C:7](C)=[CH:6][CH:5]=[CH:4][C:3]=1[S:9][CH2:10][CH2:11][CH2:12][C:13]([O:15]CC)=[O:14].[C:18](OC)(=[O:32])[CH2:19][CH2:20][CH2:21][CH2:22][CH2:23][CH2:24][CH2:25][CH2:26][CH2:27][CH2:28][C:29]([O-:31])=[O:30].C(SCCCCCCCCCC(NC1C=CC=CC=1SCCCC(OCC)=O)=O)(C)C>>[C:29]([CH2:28][CH2:27][CH2:26][CH2:25][CH2:24][CH2:23][CH2:22][CH2:21][CH2:20][CH2:19][C:18]([NH:1][C:2]1[CH:7]=[CH:6][CH:5]=[CH:4][C:3]=1[S:9][CH2:10][CH2:11][CH2:12][C:13]([OH:15])=[O:14])=[O:32])([OH:31])=[O:30]. Procedure details: When amine (11) is acylated with acid chloride (7) as per procedure Step (E), and the resultant diester (ethyl 4-(2-(11-carbomethoxyundecanoylamino)phenylthio)butyrate 12 is hydrolyzed in Step I as per procedure (F), the title compound, 13 m.p. 113.5°-115° C. is obtained. Reactants: O=C(O)c1cccc(Br)n1, CCOC(=O)COc1cccc(N)c1. Yields the product CCOC(=O)COc1cccc(NC(=O)c2cccc(Br)n2)c1. Reaction SMILES: [Br:1][c:2]1[cH:3][cH:4][cH:5][c:6]([C:8](=[O:9])[OH:10])[n:7]1.[CH2:11]([CH3:12])[O:13][C:14]([CH2:15][O:16][c:17]1[cH:18][c:19]([NH2:23])[cH:20][cH:21][cH:22]1)=[O:24]>>[Br:1][c:2]1[cH:3][cH:4][cH:5][c:6]([C:8](=[O:10])[NH:23][c:19]2[cH:18][c:17]([O:16][CH2:15][C:14]([O:13][CH2:11][CH3:12])=[O:24])[cH:22][cH:21][cH:20]2)[n:7]1. Starting materials: C(#N)C=C[C@@H]1CC[C@H](CC1)NC(OC(C)(C)C)=O (tert-butyl {trans-4-[2-cyanovinyl]cyclohexyl}carbamate). The reagents and catalysts are [Pd] (palladium on carbon). The solvent is C(C)O (ethanol). Product: C(#N)CC[C@@H]1CC[C@H](CC1)NC(OC(C)(C)C)=O (tert-butyl [trans-4-(2-Cyanoethyl)cyclohexyl]carbamate). RXN SMILES: [C:1]([CH:3]=[CH:4][C@H:5]1[CH2:10][CH2:9][C@H:8]([NH:11][C:12](=[O:18])[O:13][C:14]([CH3:17])([CH3:16])[CH3:15])[CH2:7][CH2:6]1)#[N:2]>[Pd].C(O)C>[C:1]([CH2:3][CH2:4][C@H:5]1[CH2:10][CH2:9][C@H:8]([NH:11][C:12](=[O:18])[O:13][C:14]([CH3:16])([CH3:15])[CH3:17])[CH2:7][CH2:6]1)#[N:2]. Reported procedure: A mixture of tert-butyl {trans-4-[2-cyanovinyl]cyclohexyl}carbamate (0.13 g, 0.52 mmol) and 10% palladium on carbon (52 mg) in ethanol (2 mL) was hydrogenated under balloon pressure of H2 over weekend. The mixture was filtered, and the filtrate was concentrated to give tert-butyl [trans-4-(2-Cyanoethyl)cyclohexyl]carbamate. LCMS calculated for C10H17N2O2 (M-tBu+H)+: m/z=197.1. Found: 197.1. This carbamate intermediate was treated with trifluoroacetic acid (0.4 mL, 5 mmol) in methylene chloride (... The reactants are O=C([O-])[O-], C=CCCc1ccc(-c2ccccc2)cc1, O=C(OO)c1cccc(Cl)c1, ClCCl, [K+], [K+]. Yields the product c1ccc(-c2ccc(CCC3CO3)cc2)cc1. As a reaction SMILES: [C:28](=[O:29])([O-:30])[O-:31].[CH2:12]([CH2:13][CH:14]=[CH2:15])[c:16]1[cH:17][cH:18][c:19](-[c:22]2[cH:23][cH:24][cH:25][cH:26][cH:27]2)[cH:20][cH:21]1.[Cl:1][c:2]1[cH:3][c:4]([C:5]([O:6][OH:7])=[O:9])[cH:8][cH:10][cH:11]1.[Cl:34][CH2:35][Cl:36].[K+:32].[K+:33]>>[O:9]1[CH:14]([CH2:13][CH2:12][c:16]2[cH:17][cH:18][c:19](-[c:22]3[cH:23][cH:24][cH:25][cH:26][cH:27]3)[cH:20][cH:21]2)[CH2:15]1.